Dataset: the Open Reaction Database (ORD), a public repository of structured organic reaction records. Task: describe an organic reaction: reactants, conditions, products, and yield The reactants are C(C)S(=O)(=O)C1=CC(=C(C=C1)F)C(F)(F)F (4-(ethylsulfonyl)-1-fluoro-2-(trifluoromethyl)-benzene), ClC1=CC(=C(C=C1)CCC(=O)O)O (4-chloro-2-hydroxy-benzenepropanoic acid). The product is ClC1=CC(=C(C=C1)CCC(=O)O)OC1=C(C=C(C=C1)S(=O)(=O)CC)C(F)(F)F (4-chloro-2-[4-(ethylsulfonyl)-2-(trifluoromethyl)phenoxy]-benzenepropanoic acid). Reaction SMILES: [CH2:1]([S:3]([C:6]1[CH:11]=[CH:10][C:9](F)=[C:8]([C:13]([F:16])([F:15])[F:14])[CH:7]=1)(=[O:5])=[O:4])[CH3:2].[Cl:17][C:18]1[CH:23]=[CH:22][C:21]([CH2:24][CH2:25][C:26]([OH:28])=[O:27])=[C:20]([OH:29])[CH:19]=1>>[Cl:17][C:18]1[CH:23]=[CH:22][C:21]([CH2:24][CH2:25][C:26]([OH:28])=[O:27])=[C:20]([O:29][C:9]2[CH:10]=[CH:11][C:6]([S:3]([CH2:1][CH3:2])(=[O:5])=[O:4])=[CH:7][C:8]=2[C:13]([F:16])([F:15])[F:14])[CH:19]=1. Procedure details: The title compound was prepared by the method of example 3 step viii) using the product from step i) and the product from example 35 step ii). Starting materials: CC#N, [F-], N#Cc1c(F)c(F)c(F)c(C#N)c1F, [K+], OC1CCCCC1. The product is N#Cc1c(F)c(F)c(OC2CCCCC2)c(C#N)c1F. RXN SMILES: [CH3:24][C:25]#[N:26].[F-:15].[F:1][c:2]1[c:3]([F:14])[c:4]([F:13])[c:5]([C:11]#[N:12])[c:6]([F:10])[c:7]1[C:8]#[N:9].[K+:16].[OH:17][CH:18]1[CH2:19][CH2:20][CH2:21][CH2:22][CH2:23]1>>[c:2]1([O:17][CH:18]2[CH2:19][CH2:20][CH2:21][CH2:22][CH2:23]2)[c:3]([F:14])[c:4]([F:13])[c:5]([C:11]#[N:12])[c:6]([F:10])[c:7]1[C:8]#[N:9]. Product: O=C(O)COCC(O)C(O)C=CC=CC=CC=CC(O)COc1ccc(F)cc1, [Zn]. Reactants: CO, O=C(O)COCC(O)C(O)C=CC=CC#CC=CC(O)COc1ccc(F)cc1, O, [Zn]. Reaction SMILES: [CH3:32][OH:33].[F:2][c:3]1[cH:4][cH:5][c:6]([O:7][CH2:8][CH:9]([CH:10]=[CH:11][C:12]#[C:13][CH:14]=[CH:15][CH:16]=[CH:17][CH:18]([CH:19]([CH2:20][O:21][CH2:22][C:23](=[O:24])[OH:25])[OH:26])[OH:27])[OH:28])[cH:29][cH:30]1.[OH2:31].[Zn:1]>>[F:2][c:3]1[cH:4][cH:5][c:6]([O:7][CH2:8][CH:9]([CH:10]=[CH:11][CH:12]=[CH:13][CH:14]=[CH:15][CH:16]=[CH:17][CH:18]([CH:19]([CH2:20][O:21][CH2:22][C:23](=[O:24])[OH:25])[OH:26])[OH:27])[OH:28])[cH:29][cH:30]1.[Zn:1]. Reactants: F[B-](F)(F)F, CCOc1ccccc1CCN, CCOC(C)=O, CCN(C(C)C)C(C)C, CN(C)C=O, O=C(O)CCc1ccc(O)cc1, CN(C)C(On1nnc2ccccc21)=[N+](C)C. RXN SMILES: [B-:25]([F:26])([F:27])([F:28])[F:29].[CH2:1]([CH3:2])[O:3][c:4]1[c:5]([CH2:10][CH2:11][NH2:12])[cH:6][cH:7][cH:8][cH:9]1.[CH3:61][CH2:62][O:63][C:64]([CH3:65])=[O:66].[CH:47]([N:48]([CH:49]([CH3:50])[CH3:51])[CH2:52][CH3:53])([CH3:54])[CH3:55].[O:56]=[CH:57][N:58]([CH3:59])[CH3:60].[OH:13][C:14](=[O:15])[CH2:16][CH2:17][c:18]1[cH:19][cH:20][c:21]([OH:22])[cH:23][cH:24]1.[n:30]1([O:31][C:32]([N:33]([CH3:34])[CH3:35])=[N+:36]([CH3:37])[CH3:38])[c:39]2[cH:40][cH:41][cH:42][cH:43][c:44]2[n:45][n:46]1>>[CH2:1]([CH3:2])[O:3][c:4]1[c:5]([CH2:10][CH2:11][NH:12][C:14](=[O:13])[CH2:16][CH2:17][c:18]2[cH:19][cH:20][c:21]([OH:22])[cH:23][cH:24]2)[cH:6][cH:7][cH:8][cH:9]1. The product is CCOc1ccccc1CCNC(=O)CCc1ccc(O)cc1.